From a dataset of the Open Reaction Database (ORD), a public repository of structured organic reaction records. describe an organic reaction: reactants, conditions, products, and yield Reactants: CO, [K+], [K+], O=C([O-])[O-], C[Si](C)(C)C#Cc1sc(N)nc1-c1ccccc1. Yields the product C#Cc1sc(N)nc1-c1ccccc1. RXN SMILES: [CH3:25][OH:26].[K+:19].[K+:20].[O-:21][C:22]([O-:23])=[O:24].[c:1]1(-[c:7]2[n:8][c:9]([NH2:18])[s:10][c:11]2[C:12]#[C:13][Si:14]([CH3:15])([CH3:16])[CH3:17])[cH:2][cH:3][cH:4][cH:5][cH:6]1>>[c:1]1(-[c:7]2[n:8][c:9]([NH2:18])[s:10][c:11]2[C:12]#[CH:13])[cH:2][cH:3][cH:4][cH:5][cH:6]1. The reagents and catalysts are Cl[Pd]([P](C1=CC=CC=C1)(C2=CC=CC=C2)C3=CC=CC=C3)([P](C4=CC=CC=C4)(C5=CC=CC=C5)C6=CC=CC=C6)Cl ((PPh3)2PdCl2). Starting materials: BrC1=CC=C(C=C1)C(=O)C(=O)C1=CC=CC=C1 (4-Bromobenzil), C1(=CC=CC=C1)C#C (phenylacetylene). Reaction SMILES: Br[C:2]1[CH:7]=[CH:6][C:5]([C:8]([C:10]([C:12]2[CH:17]=[CH:16][CH:15]=[CH:14][CH:13]=2)=[O:11])=[O:9])=[CH:4][CH:3]=1.[C:18]1([C:24]#[CH:25])[CH:23]=[CH:22][CH:21]=[CH:20][CH:19]=1>C(NCC)C.Cl[Pd](Cl)([P](C1C=CC=CC=1)(C1C=CC=CC=1)C1C=CC=CC=1)[P](C1C=CC=CC=1)(C1C=CC=CC=1)C1C=CC=CC=1>[C:18]1([C:24]#[C:25][C:2]2[CH:7]=[CH:6][C:5]([C:8]([C:10]([C:12]3[CH:17]=[CH:16][CH:15]=[CH:14][CH:13]=3)=[O:11])=[O:9])=[CH:4][CH:3]=2)[CH:23]=[CH:22][CH:21]=[CH:20][CH:19]=1 |^1:33,52|. The product is C1(=CC=CC=C1)C#CC1=CC=C(C=C1)C(=O)C(=O)C1=CC=CC=C1 (4-(Phenylethynyl)benzil). Run in C(C)NCC (diethylamine). Procedure: 4-Bromobenzil (10.0 g, 0.0346 mol), phenylacetylene (3.88 g, 0.0380 mol), and (PPh3)2PdCl2 (0.121 g, 0.0002 mol) in diethylamine (950 mL) is stirred at ambient temperature for 72 hours, followed by concentration to dryness. The residue is then taken up in methylene chloride. Standard aqueous workup followed by recrystallization from 2-propanol gives the title compound. Starting materials: CCOC(C)=O, COC(=O)c1ccc(C(F)(F)F)nc1C, CO, Cl, [Li+], [OH-], O, O. The product is Cc1nc(C(F)(F)F)ccc1C(=O)O. Reaction SMILES: [CH3:19][CH2:20][O:21][C:22](=[O:23])[CH3:24].[CH3:1][O:2][C:3]([c:4]1[c:5]([CH3:14])[n:6][c:7]([C:10]([F:11])([F:12])[F:13])[cH:8][cH:9]1)=[O:15].[CH3:27][OH:28].[ClH:25].[Li+:18].[OH-:17].[OH2:16].[OH2:26]>>[O:2]=[C:3]([c:4]1[c:5]([CH3:14])[n:6][c:7]([C:10]([F:11])([F:12])[F:13])[cH:8][cH:9]1)[OH:15]. Starting materials: BrC=1C=C(C(=O)OC)C=CC1OC1OCCCC1 (Methyl 3-bromo-4-(tetrahydro-2H-pyran-2-yloxy)benzoate), CC1(CCC=C1B1OC(C(O1)(C)C)(C)C)C (2-(5,5-Dimethylcyclopent-1-enyl)-4,4,5,5-tetramethyl-1,3,2-dioxaborolane), COC=1C=CC=C(C1C=2C=CC=CC2P(C3CCCCC3)C4CCCCC4)OC (S-Phos), P(=O)([O-])([O-])[O-].[K+].[K+].[K+] (potassium phosphate). The reagents and catalysts are C(C)(=O)[O-].[Pd+2].C(C)(=O)[O-] (palladium acetate). The solvent is CN(C)C=O (DMF), O (water). Reaction conditions: temperature 75 celsius, time 21 hour. Product: CC1(CCC=C1C=1C=C(C(=O)OC)C=CC1OC1OCCCC1)C (Methyl 3-(5,5-dimethylcyclopent-1-enyl)-4-(tetrahydro-2H-pyran-2-yloxy)benzoate). Yield: 80.0%. RXN SMILES: Br[C:2]1[CH:3]=[C:4]([CH:9]=[CH:10][C:11]=1[O:12][CH:13]1[CH2:18][CH2:17][CH2:16][CH2:15][O:14]1)[C:5]([O:7][CH3:8])=[O:6].COC1C=CC=C(OC)[C:26]=1[C:27]1[CH:28]=[CH:29][CH:30]=[CH:31][C:32]=1P(C1CCCCC1)C1CCCCC1.P([O-])([O-])([O-])=O.[K+].[K+].[K+].CC1(C)C(B2OC(C)(C)C(C)(C)O2)=CCC1>CN(C=O)C.O.C([O-])(=O)C.[Pd+2].C([O-])(=O)C>[CH3:28][C:27]1([CH3:26])[C:32]([C:2]2[CH:3]=[C:4]([CH:9]=[CH:10][C:11]=2[O:12][CH:13]2[CH2:18][CH2:17][CH2:16][CH2:15][O:14]2)[C:5]([O:7][CH3:8])=[O:6])=[CH:31][CH2:30][CH2:29]1 |f:2.3.4.5,9.10.11|. Reported procedure: A stirred mixture of 66.6F (10.1 g, 31.9 mmol), grounded S-Phos (2.62 g, 6.39 mmol), palladium acetate (0.72 g, 3.2 mmol), and potassium phosphate, tribasic (17.0 g, 80.2 mmol) in DMF (70 mL) and water (3.5 mL) was purged three times with argon and placed under vacuum three times. Before heating, 2-(5,5-dimethylcyclopent-1-enyl)-4,4,5,5-tetramethyl-1,3,2-dioxaborolane (66.6C) (8.50 g, 38.3 mmol) was added via syringe. The resulting mixture was then heated to 75° C. After 21 hours (black solution... The reactants are CC(C)(C)OC(=O)N1CCN(c2ncc[nH]c2=O)CC1, O=C([O-])[O-], CCOC(C)=O, ClCC1COc2ccccc2O1, [K+], [K+], CN(C)C=O, O. Yields the product CC(C)(C)OC(=O)N1CCN(c2nccn(CC3COc4ccccc4O3)c2=O)CC1. As a reaction SMILES: [C:1]([CH3:2])([CH3:3])([CH3:4])[O:5][C:6](=[O:7])[N:8]1[CH2:9][CH2:10][N:11]([c:14]2[c:15](=[O:20])[nH:16][cH:17][cH:18][n:19]2)[CH2:12][CH2:13]1.[C:38](=[O:39])([O-:40])[O-:41].[CH3:44][CH2:45][O:46][C:47]([CH3:48])=[O:49].[Cl:21][CH2:22][CH:23]1[CH2:24][O:25][c:26]2[c:27]([cH:29][cH:30][cH:31][cH:32]2)[O:28]1.[K+:42].[K+:43].[O:33]=[CH:34][N:35]([CH3:36])[CH3:37].[OH2:50]>>[C:1]([CH3:2])([CH3:3])([CH3:4])[O:5][C:6](=[O:7])[N:8]1[CH2:9][CH2:10][N:11]([c:14]2[c:15](=[O:20])[n:16]([CH2:22][CH:23]3[CH2:24][O:25][c:26]4[c:27]([cH:29][cH:30][cH:31][cH:32]4)[O:28]3)[cH:17][cH:18][n:19]2)[CH2:12][CH2:13]1. Reactants: Fc1ccc(Oc2cc(Br)c3cn[nH]c3c2)c(F)c1, C[Si](C)(C)CCOCCl, [H-], [Na+], CN(C)C=O. Product: C[Si](C)(C)CCOCn1ncc2c(Br)cc(Oc3ccc(F)cc3F)cc21. Reaction SMILES: [Br:3][c:4]1[c:5]2[cH:6][n:7][nH:8][c:9]2[cH:10][c:11]([O:13][c:14]2[c:15]([F:21])[cH:16][c:17]([F:20])[cH:18][cH:19]2)[cH:12]1.[Cl:22][CH2:23][O:24][CH2:25][CH2:26][Si:27]([CH3:28])([CH3:29])[CH3:30].[H-:1].[Na+:2].[O:31]=[CH:32][N:33]([CH3:34])[CH3:35]>>[Br:3][c:4]1[c:5]2[cH:6][n:7][n:8]([CH2:23][O:24][CH2:25][CH2:26][Si:27]([CH3:28])([CH3:29])[CH3:30])[c:9]2[cH:10][c:11]([O:13][c:14]2[c:15]([F:21])[cH:16][c:17]([F:20])[cH:18][cH:19]2)[cH:12]1. Starting materials: C([O-])([O-])=O.[K+].[K+] (potassium carbonate), CC(CC(C(C)=O)=NO)=C (5-Methylhex-5-ene-2,3-dione 3-oxime), S(=O)(=O)(OCC)OCC (diethyl sulfate). Run in CC(=O)C (acetone), CC(=O)C (acetone). Run at temperature 23 celsius, time 2 hour. The product is C(C)ON=C(C(C)=O)CC(=C)C (5-Methylhex-5-ene-2,3-dione 3-(O-ethyloxime)). As a reaction SMILES: [CH3:1][C:2](=[CH2:10])[CH2:3][C:4](=[N:8][OH:9])[C:5](=[O:7])[CH3:6].C(=O)([O-])[O-].[K+].[K+].S(OCC)(O[CH2:21][CH3:22])(=O)=O>CC(C)=O>[CH2:21]([O:9][N:8]=[C:4]([CH2:3][C:2]([CH3:1])=[CH2:10])[C:5](=[O:7])[CH3:6])[CH3:22] |f:1.2.3|. Procedure: 285.7 g of 5-methylhex-5-ene-2,3-dione 3-oxime from Example 1 were dissolved in 750 ml of acetone and admixed with 335.8 g of potassium carbonate. 362 g of diethyl sulfate in 300 ml of acetone were then added dropwise, and the mixture was stirred at 23° C. for 2 hours. The solvent was subsequently removed under reduced pressure, the residue was taken up in methyl tert-butyl ether/water and the aqueous phase was extracted again with methyl tert-butyl ether. The combined organic phases were washed... Reactants: BrC=C(C)C1=CC=C(C=C1)F (1-(1-Bromoprop-1-en-2-yl)-4-fluorobenzene), CC=1C=C2C3=C(NC2=CC1)CC1CCCN1C3 (7-Methyl-2,3,5,10,11,11a-hexahydro-1H-indolizino[7,6-b]indole), N1[C@H](C(=O)O)CCC1 (L-proline), [O-]P(=O)([O-])[O-].[K+].[K+].[K+] (K3PO4). The reagents and catalysts are [Cu]I (Copper (I) iodide). The solvent is CN(C)C=O (DMF). Run at time 10 minute. Product: FC1=CC=C(C=C1)/C(=C/N1C2=C(C3=CC(=CC=C13)C)CN1CCCC1C2)/C ((E)-10-(2-(4-fluorophenyl)prop-1-enyl)-7-methyl-2,3,5,10,11,11a-hexahydro-1H-indolizino [7,6-b]indole). Reaction SMILES: [CH3:1][C:2]1[CH:3]=[C:4]2[C:8](=[CH:9][CH:10]=1)[NH:7][C:6]1[CH2:11][CH:12]3[N:16]([CH2:17][C:5]2=1)[CH2:15][CH2:14][CH2:13]3.N1CCC[C@H]1C(O)=O.[O-]P([O-])([O-])=O.[K+].[K+].[K+].Br[CH:35]=[C:36]([C:38]1[CH:43]=[CH:42][C:41]([F:44])=[CH:40][CH:39]=1)[CH3:37]>CN(C=O)C.[Cu]I>[F:44][C:41]1[CH:42]=[CH:43][C:38](/[C:36](/[CH3:37])=[CH:35]/[N:7]2[C:8]3[C:4](=[CH:3][C:2]([CH3:1])=[CH:10][CH:9]=3)[C:5]3[CH2:17][N:16]4[CH:12]([CH2:11][C:6]2=3)[CH2:13][CH2:14][CH2:15]4)=[CH:39][CH:40]=1 |f:2.3.4.5|. Procedure: 7-Methyl-2,3,5,10,11,11a-hexahydro-1H-indolizino[7,6-b]indole (45 mg, 0.198 mmol) was dissolved in DMF (5 mL). Copper (I) iodide (3.76 mg, 0.0198 mmol), L-proline (2.1 mg, 0.0398 mmol) and K3PO4 (71 mg, 0.396 mmol) were added and the reaction mixture was stirred for min at RT. 1-(1-Bromoprop-1-en-2-yl)-4-fluorobenzene (51 mg, 0.24 mmol) was added dropwise and the reaction mixture was purged with nitrogen. The reaction mixture was heated at 85° C. overnight (prolonged heating in some cases was re... Reactants: C1(CCCCC1)N=C=NC1CCCCC1 (dicyclohexylcarbodiimide), CC1([C@@H]([C@@H]1C#CC(=O)O)C(=O)O[C@@H](C1=CC(=CC=C1)OC1=CC=CC=C1)C#N)C ((S)α-cyano-3-phenoxy-benzyl(1R,cis)2,2-dimethyl-3-[3-hydroxy-3-oxo-1-propynyl]-cyclopropane-carboxylate), C(C)OC(C)O (ethoxyethanol). The reagents and catalysts are CN(C1=CC=NC=C1)C (4-dimethylamino-pyridine). Run in C(Cl)Cl (methylene chloride), C(Cl)Cl (methylene chloride). Reaction conditions: time 2 hour. Yields the product CC1([C@@H]([C@@H]1C#CC(OCCOCC)=O)C(=O)O[C@@H](C1=CC(=CC=C1)OC1=CC=CC=C1)C#N)C ((S)α-cyano-3-phenoxy-benzyl(1R,cis)2,2-dimethyl-3-[3-oxo-3-ethoxyethoxy-1-propynyl]-cyclopropane-carboxylate). RXN SMILES: [CH3:1][C:2]1([CH3:29])[C@@H:4]([C:5]#[C:6][C:7]([OH:9])=[O:8])[C@H:3]1[C:10]([O:12][C@H:13]([C:27]#[N:28])[C:14]1[CH:19]=[CH:18][CH:17]=[C:16]([O:20][C:21]2[CH:26]=[CH:25][CH:24]=[CH:23][CH:22]=2)[CH:15]=1)=[O:11].[CH2:30]([O:32][CH:33](O)[CH3:34])[CH3:31].C1(N=C=NC2CCCCC2)CCCCC1>CN(C)C1C=CN=CC=1.C(Cl)Cl>[CH3:1][C:2]1([CH3:29])[C@@H:4]([C:5]#[C:6][C:7](=[O:9])[O:8][CH2:31][CH2:30][O:32][CH2:33][CH3:34])[C@H:3]1[C:10]([O:12][C@H:13]([C:27]#[N:28])[C:14]1[CH:19]=[CH:18][CH:17]=[C:16]([O:20][C:21]2[CH:26]=[CH:25][CH:24]=[CH:23][CH:22]=2)[CH:15]=1)=[O:11]. Procedure: A mixture of 2 g of (S)α-cyano-3-phenoxy-benzyl(1R,cis)2,2-dimethyl-3-[3-hydroxy-3-oxo-1-propynyl]-cyclopropane-carboxylate, 20 ml of methylene chloride and 0.7 ml of ethoxyethanol cooled to 0° to +5° C. was admixed with a mixture of 1.1 g of dicyclohexylcarbodiimide, 5 ml of methylene chloride and 15 mg of 4-dimethylamino-pyridine and the mixture was stirred for 1 hour at +5° C. and for 2 hours at room temperature and was filtered. The filtrate was evaporated to dryness and the residue was chro... Starting materials: ice water, [H-].[Na+] (sodium hydride), C(=O)C1=CC=CC=2N1C=NC2 (5-formylimidazol[1,5-a]pyridine), CCOC(=O)/C=C/CP(=O)(OCC)OCC (triethyl 4-phosphonocrotonate). Run in C1(=CC=CC=C1)C (toluene). Run at time 1 hour. Yields the product C(C)OC(=O)C=CC=CC1=CC=CC=2N1C=NC2 (5-(4-ethoxycarbonylbuta-1,3-dienyl)-imidazo[1,5-a]pyridine). RXN SMILES: [H-].[Na+].[CH3:3][CH2:4][O:5][C:6](/[CH:8]=[CH:9]/[CH2:10]P(OCC)(OCC)=O)=[O:7].[CH:19]([C:21]1[N:26]2[CH:27]=[N:28][CH:29]=[C:25]2[CH:24]=[CH:23][CH:22]=1)=O>C1(C)C=CC=CC=1>[CH2:4]([O:5][C:6]([CH:8]=[CH:9][CH:10]=[CH:19][C:21]1[N:26]2[CH:27]=[N:28][CH:29]=[C:25]2[CH:24]=[CH:23][CH:22]=1)=[O:7])[CH3:3] |f:0.1|. Reported procedure: To a stirred suspension of 150 mg of sodium hydride in 25 ml of toluene is added 550 mg of triethyl 4-phosphonocrotonate in a dropwise manner over a 10-minute period. The reaction mixture is maintained at 5° by cooling in an ice-water bath. On completion of the addition, 300 mg of 5-formylimidazol[1,5-a]pyridine is added to the reaction mixture which is then allowed to stir at room temperature for 1 hour. The reaction mixture is poured into 100 ml of ice water and extracted with 2×100 ml of ethy...